describe an organic reaction: reactants, conditions, products, and yield From a dataset of the Open Reaction Database (ORD), a public repository of structured organic reaction records. The reactants are initial reactants, C(\C=C\C1=CC=CC=C1)C1NCCCC1 ((E)-2-(cinnamyl)piperidine), C1(CC1)C(=O)Cl (cyclopropanecarboxylic acid chloride). Yields the product C(\C=C\C1=CC=CC=C1)C1N(CCCC1)C(=O)C1CC1 ((E)-2-cinnamyl-1-cyclopropanecarbonylpiperidine). RXN SMILES: [CH2:1]([CH:10]1[CH2:15][CH2:14][CH2:13][CH2:12][NH:11]1)/[CH:2]=[CH:3]/[C:4]1[CH:9]=[CH:8][CH:7]=[CH:6][CH:5]=1.[CH:16]1([C:19](Cl)=[O:20])[CH2:18][CH2:17]1>>[CH2:1]([CH:10]1[CH2:15][CH2:14][CH2:13][CH2:12][N:11]1[C:19]([CH:16]1[CH2:18][CH2:17]1)=[O:20])/[CH:2]=[CH:3]/[C:4]1[CH:9]=[CH:8][CH:7]=[CH:6][CH:5]=1. Reported procedure: Stage a) The method is the same as that of Example 1.1, Stage a), the initial reactants being (E)-2-(cinnamyl)piperidine (Preparation 2A, Stage b) and cyclopropanecarboxylic acid chloride, yielding (E)-2-cinnamyl-1-cyclopropanecarbonylpiperidine (formula II; Ar=C6H5, m=1, n=2, R=cyclopropyl). Yield: 95%. RXN SMILES: [CH3:19][CH2:20][O:21][C:22](=[O:23])[CH3:24].[CH:1](=[O:2])[N:3]1[CH2:4][CH2:5][CH:6]([CH2:9][CH2:10][CH2:11][N:12]=[N+:13]=[N-:14])[CH2:7][CH2:8]1.[ClH:17].[H:15][H:16].[OH2:18]>>[CH:1](=[O:2])[N:3]1[CH2:4][CH2:5][CH:6]([CH2:9][CH2:10][CH2:11][NH2:12])[CH2:7][CH2:8]1.[ClH:17]. Starting materials: CCOC(C)=O, [N-]=[N+]=NCCCC1CCN(C=O)CC1, Cl, [H][H], O. Yields the product NCCCC1CCN(C=O)CC1, Cl.